This data is from the Open Reaction Database (ORD), a public repository of structured organic reaction records. The task is: describe an organic reaction: reactants, conditions, products, and yield The reactants are CC(=O)C(Cc1ccc(Cl)cc1)C(=O)SC(C)(C)C, Nc1cc(O)ccc1Cl. Product: CC(=O)C(Cc1ccc(Cl)cc1)C(=O)Nc1cc(O)ccc1Cl. Reaction SMILES: [C:10]([S:11][C:15]([CH:16]([C:17]([CH3:18])=[O:19])[CH2:20][c:21]1[cH:22][cH:23][c:24]([Cl:27])[cH:25][cH:26]1)=[O:28])([CH3:12])([CH3:13])[CH3:14].[NH2:1][c:2]1[cH:3][c:4]([OH:9])[cH:5][cH:6][c:7]1[Cl:8]>>[NH:1]([c:2]1[cH:3][c:4]([OH:9])[cH:5][cH:6][c:7]1[Cl:8])[C:15]([CH:16]([C:17]([CH3:18])=[O:19])[CH2:20][c:21]1[cH:22][cH:23][c:24]([Cl:27])[cH:25][cH:26]1)=[O:28].